Dataset: the Open Reaction Database (ORD), a public repository of structured organic reaction records. Task: describe an organic reaction: reactants, conditions, products, and yield Reactants: O=C([O-])[O-], Cl, [Cs+], [Cs+], O=C1c2ccc(F)cc2C(=O)c2cc3ccccc3cc21, O, OCCO. The product is O=C1c2ccc(OCCO)cc2C(=O)c2cc3ccccc3cc21. As a reaction SMILES: [C:22](=[O:23])([O-:24])[O-:25].[ClH:32].[Cs+:26].[Cs+:27].[F:1][c:2]1[cH:3][c:4]2[c:17]([cH:18][cH:19]1)[C:16](=[O:20])[c:15]1[c:6]([cH:7][c:8]3[cH:9][cH:10][cH:11][cH:12][c:13]3[cH:14]1)[C:5]2=[O:21].[OH2:33].[OH:28][CH2:29][CH2:30][OH:31]>>[c:2]1([O:31][CH2:30][CH2:29][OH:28])[cH:3][c:4]2[c:17]([cH:18][cH:19]1)[C:16](=[O:20])[c:15]1[c:6]([cH:7][c:8]3[cH:9][cH:10][cH:11][cH:12][c:13]3[cH:14]1)[C:5]2=[O:21].